Dataset: the Open Reaction Database (ORD), a public repository of structured organic reaction records. Task: describe an organic reaction: reactants, conditions, products, and yield Reactants: C1(CCCCC1)OC[C@H]1N(CC[C@H](C1)C1=CC(NO1)=O)C(=O)OC ((2S,4R)-Methyl 2-(cyclohexyloxymethyl)-4-(3-oxo-2,3-dihydroisoxazol-5-yl)piperidine-1-carboxylate), Br (hydrogen bromide). Reaction conditions: time 16 hour. Yields the product C1(CCCCC1)OC[C@H]1NCC[C@H](C1)C1=CC(NO1)=O (5-((2S,4R)-2-(Cyclohexyloxymethyl)piperidin-4-yl)isoxazol-3(2H)-one). The yield is 2.8%. RXN SMILES: [CH:1]1([O:7][CH2:8][C@@H:9]2[CH2:14][C@H:13]([C:15]3[O:19][NH:18][C:17](=[O:20])[CH:16]=3)[CH2:12][CH2:11][N:10]2C(OC)=O)[CH2:6][CH2:5][CH2:4][CH2:3][CH2:2]1.Br>>[CH:1]1([O:7][CH2:8][C@@H:9]2[CH2:14][C@H:13]([C:15]3[O:19][NH:18][C:17](=[O:20])[CH:16]=3)[CH2:12][CH2:11][NH:10]2)[CH2:6][CH2:5][CH2:4][CH2:3][CH2:2]1. Procedure details: (2S,4R)-Methyl 2-(cyclohexyloxymethyl)-4-(3-oxo-2,3-dihydroisoxazol-5-yl)piperidine-1-carboxylate (194 mg, 0.57 mmol) (from example 84, step 3) was dissolved in hydrogen bromide (33% in acetic acid, 4.52 mL, 25.80 mmol) and stirred at room temperature for 16 h. The solvent was removed in vacuo and the residue purified by preparative HPLC (Instrument: FractionLynx II, Mobilphase: gradient 5-95% MeCN in 0.2% NH3, pH 10, Column: Xbridge Prep C18 5 μm OBD 19*150 mm) to yield 5-((2S,4R)-2-(Cyclohexyl... The reactants are CC1(C)CC(c2cccc(N)c2)Nc2ccc(C(F)(F)F)cc21, CS(=O)(=O)Cl, ClCCl, c1ccncc1. The product is CC1(C)CC(c2cccc(NS(C)(=O)=O)c2)Nc2ccc(C(F)(F)F)cc21. RXN SMILES: [CH3:1][C:2]1([CH3:23])[CH2:3][CH:4]([c:16]2[cH:17][c:18]([NH2:22])[cH:19][cH:20][cH:21]2)[NH:5][c:6]2[cH:7][cH:8][c:9]([C:12]([F:13])([F:14])[F:15])[cH:10][c:11]21.[CH3:30][S:31]([Cl:32])(=[O:33])=[O:34].[Cl:35][CH2:36][Cl:37].[cH:24]1[cH:25][cH:26][n:27][cH:28][cH:29]1>>[CH3:1][C:2]1([CH3:23])[CH2:3][CH:4]([c:16]2[cH:17][c:18]([NH:22][S:31]([CH3:30])(=[O:33])=[O:34])[cH:19][cH:20][cH:21]2)[NH:5][c:6]2[cH:7][cH:8][c:9]([C:12]([F:13])([F:14])[F:15])[cH:10][c:11]21. Reactants: NC1=NNC=N1 (3-amino-1,2,4-triazole), ClC=CC(CC)=O (1-chloro-1-penten-3-one). Run in C(C)(=O)O (acetic acid). Yields the product C(C)C1=CC=NC=2N1N=CN2 (7-ethyl-1,2,4-triazolo[1,5-a]pyrimidine). As a reaction SMILES: [NH2:1][C:2]1[N:6]=[CH:5][NH:4][N:3]=1.Cl[CH:8]=[CH:9][C:10](=O)[CH2:11][CH3:12]>C(O)(=O)C>[CH2:11]([C:10]1[N:3]2[N:4]=[CH:5][N:6]=[C:2]2[N:1]=[CH:8][CH:9]=1)[CH3:12]. Procedure: A mixture of 3-amino-1,2,4-triazole (11.74 g) and 1-chloro-1-penten-3-one (16.5 g) in acetic acid (225 ml) was heated under reflux for 45 minutes. The reaction mixture was cooled, poured onto ice and extracted with dichloromethane. The organic layer was dried and the solvent was evaporated under reduced pressure to give 7-ethyl-1,2,4-triazolo[1,5-a]pyrimidine. Yield 11.72 g.